This data is from the Open Reaction Database (ORD), a public repository of structured organic reaction records. The task is: describe an organic reaction: reactants, conditions, products, and yield Reactants: C1C(C)O1 (propylene oxide), [NH4+].[Cl-] (NH4Cl), CN(S(=O)(=O)N1C(=NC=C1)[Si](C)(C)C(C)(C)C)C (1-(N,N-dimethylsulphamoyl)-2-tert-butyldimethylsilylimidazole), C(CCC)[Li] (n-butyl-lithium), CCCCCC (hexane). Run in C1CCOC1 (THF), C1CCOC1 (THF), C(C)OCC (diethyl ether). Conditions: temperature -78 celsius, time 30 minute. Product: CN(S(=O)(=O)N1C(=NC=C1CC(C)O)[Si](C)(C)C(C)(C)C)C (1-(N,N-dimethylsulphamoyl)-2-tert-butyldimethylsilyl-5-(2-hydroxypropyl)imidazole). Reaction SMILES: [CH3:1][N:2]([CH3:18])[S:3]([N:6]1[CH:10]=[CH:9][N:8]=[C:7]1[Si:11]([C:14]([CH3:17])([CH3:16])[CH3:15])([CH3:13])[CH3:12])(=[O:5])=[O:4].C([Li])CCC.CCCCCC.[CH2:30]1[O:33][CH:31]1[CH3:32].[NH4+].[Cl-]>C1COCC1.C(OCC)C>[CH3:1][N:2]([CH3:18])[S:3]([N:6]1[C:10]([CH2:30][CH:31]([OH:33])[CH3:32])=[CH:9][N:8]=[C:7]1[Si:11]([C:14]([CH3:15])([CH3:17])[CH3:16])([CH3:13])[CH3:12])(=[O:4])=[O:5] |f:4.5|. Procedure details: 5.426 g (18.7 mmol) of 1-(N,N-dimethylsulphamoyl)-2-tert-butyldimethylsilylimidazole are dissolved in 100 ml of freshly distilled THF under nitrogen and cooled to −78° C., and a solution of n-butyl-lithium in hexane (2.5M; 15 ml; 37.5 mmol) is added dropwise over a period of 10 min. The mixture is stirred for 30 min at −78° C. The solution is warmed to 0° C. with rapid stirring, and a solution of 3.0 ml (2.49 g; 42.9 mmol) of propylene oxide in 20 ml of freshly distilled THF is added dropwise ov... The reactants are O=C1N(C(C2=CC=CC=C12)=O)OC(C(=O)O)=C (2-[(1,3-Dioxo-2H-isoindol-2-yl)oxy]-2-propenoic acid), C1(=CC=CC=C1)C(=[N+]=[N-])C1=CC=CC=C1 (diphenyldiazomethane). Solvent: C(C)#N (acetonitrile). Product: O=C1N(C(C2=CC=CC=C12)=O)OC(C(=O)OC(C1=CC=CC=C1)C1=CC=CC=C1)=C (2-[(1,3-Dioxo-2H-isoindol-2-yl)oxy]-2-propenoic acid, diphenylmethyl ester). Isolated yield 70.3%. RXN SMILES: [O:1]=[C:2]1[C:10]2[C:5](=[CH:6][CH:7]=[CH:8][CH:9]=2)[C:4](=[O:11])[N:3]1[O:12][C:13](=[CH2:17])[C:14]([OH:16])=[O:15].[C:18]1([C:24]([C:27]2[CH:32]=[CH:31][CH:30]=[CH:29][CH:28]=2)=[N+]=[N-])[CH:23]=[CH:22][CH:21]=[CH:20][CH:19]=1>C(#N)C>[O:1]=[C:2]1[C:10]2[C:5](=[CH:6][CH:7]=[CH:8][CH:9]=2)[C:4](=[O:11])[N:3]1[O:12][C:13](=[CH2:17])[C:14]([O:16][CH:24]([C:18]1[CH:23]=[CH:22][CH:21]=[CH:20][CH:19]=1)[C:27]1[CH:32]=[CH:31][CH:30]=[CH:29][CH:28]=1)=[O:15]. Procedure: 2-[(1,3-Dioxo-2H-isoindol-2-yl)oxy]-2-propenoic acid (39.6 g, 0.17 mole) was dissolved in 800 ml of acetonitrile and a solution of diphenyldiazomethane (43.4 g, 0.224 mole/1000 ml acetonitrile) was added dropwise over 3 hours at 0° C. The reaction solution was evaporated to a solid which was triturated with hexane. The resulting solid was dissolved in dichloromethane and filtered through a pad of silica gel (Kieselgel 60). Addition of hexane produced 47.7 g of the title compound. Starting materials: COC(C1=C(C(=CC(=C1)Br)C)N(CC=1C=NC=CC1)S(=O)(=O)C1=CC=C(C=C1)OC)=O (5-Bromo-2-[(4-methoxy-benzenesulfonyl)-pyridin-3-ylmethyl-amino]-3-methyl-benzoic acid methyl ester), CN(C(C=C)=O)C (N,N-dimethylacrylamide). Product: COC(C1=C(C(=CC(=C1)C=CC(N(C)C)=O)C)N(CC=1C=NC=CC1)S(=O)(=O)C1=CC=C(C=C1)OC)=O (5-(2-Dimethylcarbamoyl-vinyl)-2-[(4-methoxy-benzenesulfonyl)-pyridin-3-ylmethyl-amino]-3-methyl-benzoic acid methyl ester). Yield: 80.0%. As a reaction SMILES: [CH3:1][O:2][C:3](=[O:31])[C:4]1[CH:9]=[C:8](Br)[CH:7]=[C:6]([CH3:11])[C:5]=1[N:12]([S:20]([C:23]1[CH:28]=[CH:27][C:26]([O:29][CH3:30])=[CH:25][CH:24]=1)(=[O:22])=[O:21])[CH2:13][C:14]1[CH:15]=[N:16][CH:17]=[CH:18][CH:19]=1.[CH3:32][N:33]([CH3:38])[C:34](=[O:37])[CH:35]=[CH2:36]>>[CH3:1][O:2][C:3](=[O:31])[C:4]1[CH:9]=[C:8]([CH:36]=[CH:35][C:34](=[O:37])[N:33]([CH3:38])[CH3:32])[CH:7]=[C:6]([CH3:11])[C:5]=1[N:12]([S:20]([C:23]1[CH:28]=[CH:27][C:26]([O:29][CH3:30])=[CH:25][CH:24]=1)(=[O:22])=[O:21])[CH2:13][C:14]1[CH:15]=[N:16][CH:17]=[CH:18][CH:19]=1. Procedure: In the same manner as described in Example 203, 550.4 mg (1.0 mmol) of the product of Example 89 and 297.4 mg (3.0 mmol) of N,N-dimethylacrylamide provided 419 mg (80%) of the desired product as a white solid. Electrospray Mass Spec 524(M+H). The reactants are O=C1C(O)=C([O-])[C@H](O1)[C@@H](O)CO.[Na+] (sodium (L)-ascorbate), C(CC(C)C)=C1C(OC(OC1=O)(C)C)=O (5-(1-isopentylidene)-2,2-dimethyl-1,3-dioxane-4,6-dione), (R,M)-3-{[4-(2-diphenylphosphanyl-7-methoxy-naphthalen-1-yl)-phthalazin-1-ylaminol]-phenyl-methyl}-pentan-3-ol, C1(=CC=CC=C1)C#C (phenylacetylene). The reagents and catalysts are O.C(C)(=O)[O-].[Cu+2].C(C)(=O)[O-] (copper (II) acetate monohydrate). Solvent: O (water), ClCCl (dichloromethane). Reaction conditions: temperature 0 celsius. Product: C(C(C)C)[C@@H](C#CC1=CC=CC=C1)C1C(OC(OC1=O)(C)C)=O ((R)-(+)-5-(1-Isobutyl-3-phenylprop-2-ynyl)-2,2-dimethyl-1,3-dioxane-4,6-dione). The yield is 85.2%. As a reaction SMILES: O=C1O[C@H]([C@H](CO)O)C([O-])=C1O.[Na+].[C:14]1([C:20]#[CH:21])[CH:19]=[CH:18][CH:17]=[CH:16][CH:15]=1.[CH:22](=[C:27]1[C:32](=[O:33])[O:31][C:30]([CH3:35])([CH3:34])[O:29][C:28]1=[O:36])[CH2:23][CH:24]([CH3:26])[CH3:25]>O.ClCCl.O.C([O-])(=O)C.[Cu+2].C([O-])(=O)C>[CH2:23]([C@H:22]([CH:27]1[C:32](=[O:33])[O:31][C:30]([CH3:34])([CH3:35])[O:29][C:28]1=[O:36])[C:21]#[C:20][C:14]1[CH:19]=[CH:18][CH:17]=[CH:16][CH:15]=1)[CH:24]([CH3:26])[CH3:25] |f:0.1,6.7.8.9|. Procedure: A solution of copper (II) acetate monohydrate (10.0 mg, 0.050 mmol) in water (0.2 ml) was treated with sodium (L)-ascorbate (20 mg, 0.10 mmol), the mixture was stirred until the mixture was turned bright orange (3 min). Subsequently, (R,M)-3-{[4-(2-diphenylphosphanyl-7-methoxy-naphthalen-1-yl)-phthalazin-1-ylaminol]-phenyl-methyl}-pentan-3-ol (1st diastereomer, 33.1 mg, 0.050 mmol) and phenylacetylene (0.275 ml, 2.5 mmol) were added, the resulting mixture was stirred for 10 min at 23° C., cooled... The reactants are O=C([O-])O, CNc1cccc(C(=O)OC)c1SCc1ccccc1, COC(=O)Cl, [Na+]. The product is COC(=O)CNc1cccc(C(=O)OC)c1SCc1ccccc1. RXN SMILES: [C:26](=[O:27])([O-:28])[OH:29].[CH2:6]([c:7]1[cH:8][cH:9][cH:10][cH:11][cH:12]1)[S:13][c:14]1[c:15]([C:16](=[O:17])[O:18][CH3:19])[cH:20][cH:21][cH:22][c:23]1[NH:24][CH3:25].[Cl:1][C:2](=[O:3])[O:4][CH3:5].[Na+:30]>>[C:2](=[O:3])([O:4][CH3:5])[CH2:25][NH:24][c:23]1[c:14]([S:13][CH2:6][c:7]2[cH:8][cH:9][cH:10][cH:11][cH:12]2)[c:15]([C:16](=[O:17])[O:18][CH3:19])[cH:20][cH:21][cH:22]1. Starting materials: C1(CC1)C=1C=CC(=NC1OCC1CCOCC1)C(=O)O (5-cyclopropyl-6-(tetrahydro-pyran-4-ylmethoxy)-pyridine-2-carboxylic acid), C1(CC1)C=1C=CC(=NC1OCC1OCCC1)C(=O)O (5-cyclopropyl-6-(tetrahydro-furan-2-ylmethoxy)-pyridine-2-carboxylic acid), Cl.NC(C(=O)OCC)(CC)CC (ethyl 2-amino-2-ethylbutanoate hydrochloride). The product is C1(CC1)C=1C=CC(=NC1OCC1CCOCC1)C(=O)NC(C(=O)OCC)(CC)CC (Ethyl 2-(5-cyclopropyl-6-((tetrahydro-2H-pyran-4-yl)methoxy)picolinamido)-2-ethylbutanoate). Reaction SMILES: [CH:1]1([C:4]2[CH:5]=[CH:6][C:7]([C:18]([OH:20])=O)=[N:8][C:9]=2[O:10][CH2:11][CH:12]2[CH2:17][CH2:16][O:15][CH2:14][CH2:13]2)[CH2:3][CH2:2]1.C1(C2C=CC(C(O)=O)=NC=2OCC2CCCO2)CC1.Cl.[NH2:41][C:42]([CH2:50][CH3:51])([CH2:48][CH3:49])[C:43]([O:45][CH2:46][CH3:47])=[O:44]>>[CH:1]1([C:4]2[CH:5]=[CH:6][C:7]([C:18]([NH:41][C:42]([CH2:48][CH3:49])([CH2:50][CH3:51])[C:43]([O:45][CH2:46][CH3:47])=[O:44])=[O:20])=[N:8][C:9]=2[O:10][CH2:11][CH:12]2[CH2:13][CH2:14][O:15][CH2:16][CH2:17]2)[CH2:2][CH2:3]1 |f:2.3|. Procedure details: The title compound was synthesized in analogy to Example 1, using 5-cyclopropyl-6-(tetrahydro-pyran-4-ylmethoxy)-pyridine-2-carboxylic acid (which can e.g. be prepared in a similar manner than 5-cyclopropyl-6-(tetrahydro-furan-2-ylmethoxy)-pyridine-2-carboxylic acid (Example 166 b)) and ethyl 2-amino-2-ethylbutanoate hydrochloride (CAN 1135219-29-2) as starting materials. MS (EI): m/e=419.3 [M+H]+.